Dataset: the Open Reaction Database (ORD), a public repository of structured organic reaction records. Task: describe an organic reaction: reactants, conditions, products, and yield Solvent: C1(=CC=CC=C1)C (toluene). Starting materials: COC1=CC=C(C=2CC[C@H]3[C@@H]4CCC5([C@@]4(C)CC[C@@H]3C12)OCCO5)C (1-methoxy-17,17-ethylenedioxy-4-methyl-1,3,5(10)-estratriene), [H-].C(C)[Al+]CC (diethylaluminum hydride). RXN SMILES: C[O:2][C:3]1[C:20]2[C@@H:19]3[C@H:10]([C@H:11]4[C@@:15]([CH2:17][CH2:18]3)([CH3:16])[C:14]3(OCC[O:21]3)[CH2:13][CH2:12]4)[CH2:9][CH2:8][C:7]=2[C:6]([CH3:25])=[CH:5][CH:4]=1.[H-].C([Al+]CC)C>C1(C)C=CC=CC=1>[CH3:25][C:6]1[C:7]2[CH2:8][CH2:9][C@@H:10]3[C@@H:19]([C:20]=2[C:3]([OH:2])=[CH:4][CH:5]=1)[CH2:18][CH2:17][C@@:15]1([CH3:16])[C@H:11]3[CH2:12][CH2:13][C@@H:14]1[OH:21] |f:1.2|. Yields the product CC=1C=2CC[C@H]3[C@@H]4CC[C@@H]([C@@]4(C)CC[C@@H]3C2C(=CC1)O)O (4-methyl-1,3,5(10)-estratriene-1,17β-diol). Procedure: 2.0 g. of 1-methoxy-17,17-ethylenedioxy-4-methyl-1,3,5(10)-estratriene is heated for 24 hours under reflux and nitrogen purging in 20 ml. of toluene with 25 ml. of diethylaluminum hydride (20% in toluene). The reaction mixture is decomposed and worked up as described in Example 3. The dried residue is extracted with a methylene chloride-methanol mixture (1:1), concentrated to dryness under vacuum, and crystallized from hexane. After recrystallization from methylene chloride-isopropyl ether with ...